This data is from the Open Reaction Database (ORD), a public repository of structured organic reaction records. The task is: describe an organic reaction: reactants, conditions, products, and yield The reactants are C(C)NC1=C(C=CC(=C1)OC)C1CC=2C=CC(=CC2CC1)OC(C(C)(C)C)=O (pivalic acid 6-(2-ethylamino-4-methoxyphenyl)-5,6,7,8-tetrahydronaphthalen-2-yl ester), Cl.N1(CCCCCC1)CCOC1=NC=C(C(=O)O)C=C1 (6-(2-azepan-1-ylethoxy)nicotinic acid hydrochloride). Product: N1(CCCCCC1)CCOC1=CC=C(C=N1)CN(C1=C(C=CC(=C1)OC)C1CC=2C=CC(=CC2CC1)O)CC (6-{2-{[6-(2-Azepan-1-ylethoxy)pyridin-3-ylmethyl]ethylamino}-4-methoxyphenyl}-5,6,7,8-tetrahydronaphthalen-2-ol). The yield is 41.4%. As a reaction SMILES: [CH2:1]([NH:3][C:4]1[CH:9]=[C:8]([O:10][CH3:11])[CH:7]=[CH:6][C:5]=1[CH:12]1[CH2:21][CH2:20][C:19]2[CH:18]=[C:17]([O:22]C(=O)C(C)(C)C)[CH:16]=[CH:15][C:14]=2[CH2:13]1)[CH3:2].Cl.[N:30]1([CH2:37][CH2:38][O:39][C:40]2[CH:48]=[CH:47][C:43]([C:44](O)=O)=[CH:42][N:41]=2)[CH2:36][CH2:35][CH2:34][CH2:33][CH2:32][CH2:31]1>>[N:30]1([CH2:37][CH2:38][O:39][C:40]2[N:41]=[CH:42][C:43]([CH2:44][N:3]([CH2:1][CH3:2])[C:4]3[CH:9]=[C:8]([O:10][CH3:11])[CH:7]=[CH:6][C:5]=3[CH:12]3[CH2:21][CH2:20][C:19]4[CH:18]=[C:17]([OH:22])[CH:16]=[CH:15][C:14]=4[CH2:13]3)=[CH:47][CH:48]=2)[CH2:36][CH2:35][CH2:34][CH2:33][CH2:32][CH2:31]1 |f:1.2|. Procedure details: Synthesized from pivalic acid 6-(2-ethylamino-4-methoxyphenyl)-5,6,7,8-tetrahydronaphthalen-2-yl ester (40 mg) and 6-(2-azepan-1-ylethoxy)nicotinic acid hydrochloride (120 mg) according to an analogous synthetic method to Example 337 described below, the title compound (23 mg) was obtained.